Dataset: the Open Reaction Database (ORD), a public repository of structured organic reaction records. Task: describe an organic reaction: reactants, conditions, products, and yield Reactants: CC1(N=C1C1=CC=CC=C1)C (2,2-dimethyl-3-phenyl-2H-azirine), C(C)N(C1=CC=C(C=O)C=C1)CC (4-diethylaminobenzaldehyde), O (water). Solvent: C1=CC=CC=C1 (benzene). Yields the product C(C)N(C1=CC=C(C=C1)C1C(=NC(O1)(C)C)C1=CC=CC=C1)CC (5-[p-(diethylamino)-phenyl]-2,2-dimethyl-4-phenyl-3-oxazoline). Yield: 38.3%. As a reaction SMILES: [CH3:1][C:2]1([CH3:11])[C:4]([C:5]2[CH:10]=[CH:9][CH:8]=[CH:7][CH:6]=2)=[N:3]1.[CH2:12]([N:14]([CH2:23][CH3:24])[C:15]1[CH:22]=[CH:21][C:18]([CH:19]=[O:20])=[CH:17][CH:16]=1)[CH3:13].O>C1C=CC=CC=1>[CH2:23]([N:14]([CH2:12][CH3:13])[C:15]1[CH:22]=[CH:21][C:18]([CH:19]2[O:20][C:2]([CH3:1])([CH3:11])[N:3]=[C:4]2[C:5]2[CH:6]=[CH:7][CH:8]=[CH:9][CH:10]=2)=[CH:17][CH:16]=1)[CH3:24]. Reported procedure: 4 g of 2,2-dimethyl-3-phenyl-2H-azirine and 5 g of 4-diethylaminobenzaldehyde were exposed to light in 350 ml of benzene at 230° C. for 4 hours under an atmosphere of argon with a mercury high-pressure lamp of 150 watt in a water-cooled ring-mantle vessel through a 3 mm thick filter of Pyrex glass. After removing the solvent in a water-jet vacuum, the residue was crystallized from n-hexane/acetone and then a second time from n-pentane/acetone. The crystalline product was then dried at 60° C. in ...